From a dataset of the Open Reaction Database (ORD), a public repository of structured organic reaction records. describe an organic reaction: reactants, conditions, products, and yield The reactants are C(O)([O-])=O.[Na+] (sodium hydrogencarbonate), ClC1=C(C(=O)NCC23CC4CC(CC(C2)C4)C3)C=C(C=C1)CNCCO (2-Chloro-5-[[(2-hydroxyethyl)amino]methyl]-N-(tricyclo[3.3.1.13,7]dec-1-ylmethyl)-benzamide), CN(C(OC(C)(C)C)=O)CC=O (methyl(2-oxoethyl)-carbamic acid, 1,1-dimethylethyl ester), C(C)(=O)O[BH-](OC(C)=O)OC(C)=O.[Na+] (sodium triacetoxyborohydride). The solvent is ClCCl (dichloromethane). Yields the product OCCN(CCN(C(OC(C)(C)C)=O)C)CC1=CC(=C(C=C1)C)C(=O)NCC12CC3CC(CC(C1)C3)C2 ([2-[(2-Hydroxyethyl)[[4-methyl-3-[[(tricyclo[3.3.1.13,7]dec-1-ylmethyl)amino]carbonyl]phenyl]methyl]amino]ethyl]methyl-carbamic acid, 1,1-dimethylethyl ester). Isolated yield 69.7%. As a reaction SMILES: Cl[C:2]1[CH:21]=[CH:20][C:19]([CH2:22][NH:23][CH2:24][CH2:25][OH:26])=[CH:18][C:3]=1[C:4]([NH:6][CH2:7][C:8]12[CH2:17][CH:12]3[CH2:13][CH:14]([CH2:16][CH:10]([CH2:11]3)[CH2:9]1)[CH2:15]2)=[O:5].[CH3:27][N:28]([CH2:36][CH:37]=O)[C:29](=[O:35])[O:30][C:31]([CH3:34])([CH3:33])[CH3:32].[C:39](O[BH-](OC(=O)C)OC(=O)C)(=O)C.[Na+].C(=O)([O-])O.[Na+]>ClCCl>[OH:26][CH2:25][CH2:24][N:23]([CH2:22][C:19]1[CH:20]=[CH:21][C:2]([CH3:39])=[C:3]([C:4]([NH:6][CH2:7][C:8]23[CH2:15][CH:14]4[CH2:16][CH:10]([CH2:11][CH:12]([CH2:13]4)[CH2:17]2)[CH2:9]3)=[O:5])[CH:18]=1)[CH2:37][CH2:36][N:28]([CH3:27])[C:29](=[O:35])[O:30][C:31]([CH3:34])([CH3:33])[CH3:32] |f:2.3,4.5|. Procedure details: 2-Chloro-5-[[(2-hydroxyethyl)amino]methyl]-N-(tricyclo[3.3.1.13,7]dec-1-ylmethyl)-benzamide (0.30 g, Example 71c), methyl(2-oxoethyl)-carbamic acid, 1,1-dimethylethyl ester (0.276 g), sodium triacetoxyborohydride (0.720 g) and dichloromethane (50 ml) were stirred together under nitrogen for 24 h. The mixture was poured into saturated aqueous sodium hydrogencarbonate solution, extracted into dichloromethane, dried over magnesium sulfate, filtered and concentrated under reduced pressure. The crude... Reactants: [Br-], Clc1csc(Br)c1, C1CCOC1, CCOCC, Cc1cccc([Zn+])n1, c1ccc(P(c2ccccc2)(c2ccccc2)[Pd](P(c2ccccc2)(c2ccccc2)c2ccccc2)(P(c2ccccc2)(c2ccccc2)c2ccccc2)P(c2ccccc2)(c2ccccc2)c2ccccc2)cc1. Yields the product Cc1cccc(-c2cc(Cl)cs2)n1. As a reaction SMILES: [Br-:8].[Br:1][c:2]1[s:3][cH:4][c:5]([Cl:7])[cH:6]1.[CH2:17]1[O:18][CH2:19][CH2:20][CH2:21]1.[CH3:22][CH2:23][O:24][CH2:25][CH3:26].[CH3:9][c:10]1[cH:11][cH:12][cH:13][c:14]([Zn+:16])[n:15]1.[cH:27]1[cH:28][cH:29][c:30]([P:31]([Pd:32]([P:33]([c:34]2[cH:35][cH:36][cH:37][cH:38][cH:39]2)([c:40]2[cH:41][cH:42][cH:43][cH:44][cH:45]2)[c:46]2[cH:47][cH:48][cH:49][cH:50][cH:51]2)([P:52]([c:53]2[cH:54][cH:55][cH:56][cH:57][cH:58]2)([c:59]2[cH:60][cH:61][cH:62][cH:63][cH:64]2)[c:65]2[cH:66][cH:67][cH:68][cH:69][cH:70]2)[P:71]([c:72]2[cH:73][cH:74][cH:75][cH:76][cH:77]2)([c:78]2[cH:79][cH:80][cH:81][cH:82][cH:83]2)[c:84]2[cH:85][cH:86][cH:87][cH:88][cH:89]2)([c:90]2[cH:91][cH:92][cH:93][cH:94][cH:95]2)[c:96]2[cH:97][cH:98][cH:99][cH:100][cH:101]2)[cH:102][cH:103]1>>[c:2]1(-[c:14]2[cH:13][cH:12][cH:11][c:10]([CH3:9])[n:15]2)[s:3][cH:4][c:5]([Cl:7])[cH:6]1. The reactants are Cc1ccc2c(n1)C(=O)CCC2, [Na+], [OH-], O=S(=O)(O)O, O=Cc1c[nH]cn1. The product is Cc1ccc2c(n1)C(=O)C(=Cc1c[nH]cn1)CC2. Reaction SMILES: [CH3:1][c:2]1[n:3][c:4]2[c:9]([cH:10][cH:11]1)[CH2:8][CH2:7][CH2:6][C:5]2=[O:12].[Na+:21].[OH-:20].[S:22](=[O:23])(=[O:24])([OH:25])[OH:26].[nH:13]1[cH:14][n:15][c:16]([CH:18]=[O:19])[cH:17]1>>[CH3:1][c:2]1[n:3][c:4]2[c:9]([cH:10][cH:11]1)[CH2:8][CH2:7][C:6](=[CH:18][c:16]1[n:15][cH:14][nH:13][cH:17]1)[C:5]2=[O:12]. Procedure details: Step (b) of Example 97 was repeated, except that the compound prepared in step (a) of Example 99 and the compound prepared in step (a) of Example 93 were used as the starting compounds. Thus, the title compound was prepared. As a reaction SMILES: [O:1]1[CH2:6][CH2:5][CH2:4][CH2:3][CH:2]1[CH2:7][N:8]1[CH2:17][CH2:16][C:15]2[C:10](=[CH:11][C:12]([N:18]3[CH2:23][CH2:22][N:21](C(OC(C)(C)C)=O)[CH2:20][CH2:19]3)=[CH:13][CH:14]=2)[C:9]1=[O:31].[F:32][C:33]([F:56])([F:55])[CH2:34][NH:35][C:36]([C:38]1([CH2:51][CH2:52][CH2:53]Br)[C:50]2[CH:49]=[CH:48][CH:47]=[CH:46][C:45]=2[C:44]2[C:39]1=[CH:40][CH:41]=[CH:42][CH:43]=2)=[O:37]>>[O:1]1[CH2:6][CH2:5][CH2:4][CH2:3][CH:2]1[CH2:7][N:8]1[CH2:17][CH2:16][C:15]2[C:10](=[CH:11][C:12]([N:18]3[CH2:23][CH2:22][N:21]([CH2:53][CH2:52][CH2:51][C:38]4([C:36](=[O:37])[NH:35][CH2:34][C:33]([F:32])([F:55])[F:56])[C:50]5[CH:49]=[CH:48][CH:47]=[CH:46][C:45]=5[C:44]5[C:39]4=[CH:40][CH:41]=[CH:42][CH:43]=5)[CH2:20][CH2:19]3)=[CH:13][CH:14]=2)[C:9]1=[O:31]. The reactants are O1C(CCCC1)CN1C(C2=CC(=CC=C2CC1)N1CCN(CC1)C(=O)OC(C)(C)C)=O (2-(tetrahydropyran-2-yl)methyl-7-(4-t-butoxycarbonyl-piperazin-1-yl)-3,4-dihydro-2H-isoquinolin-1-one), FC(CNC(=O)C1(C2=CC=CC=C2C=2C=CC=CC12)CCCBr)(F)F (3-[9-(2,2,2-Trifluoroethylcarbamoyl)-9H-fluoren-9-yl]propyl bromide). Yields the product O1C(CCCC1)CN1C(C2=CC(=CC=C2CC1)N1CCN(CC1)CCCC1(C2=CC=CC=C2C=2C=CC=CC12)C(NCC(F)(F)F)=O)=O (2-(Tetrahydropyran-2-yl)methyl-7-[4-[3-[9-(2,2,2-trifluoroethylcarbamoyl)-9H-fluoren-9-yl]propyl]piperazin-1-yl]-3,4-dihydro-2H-isoquinolin-1-one). Starting materials: Cl (hydrochloric acid), [H][H] (hydrogen), keto-ester, C(C(=O)Cl)(=O)Cl (oxalyl chloride), FC1=CC=C(C=C1)OC (4-Fluoro-anisole), C(C)C(C(=O)Cl)CC(=O)Cl (ethyl succinyl chloride), acid chloride, [Cl-].[Al+3].[Cl-].[Cl-] (aluminum chloride). The reagents and catalysts are [Pd] (palladium), CN(C=O)C (dimethylformamide). Solvent: C(Cl)Cl (methylene chloride), C(C)O (ethanol), C(Cl)Cl (methylene chlorie). Reaction conditions: temperature 0 celsius, time 18 hour. Yields the product FC=1C=CC(=C2CCCC(C12)=O)OC (8-Fluoro-5-methoxy-3,4-dihydro-2H-1-naphthalenone). Isolated yield 47.1%. As a reaction SMILES: [F:1][C:2]1[CH:7]=[CH:6][C:5]([O:8][CH3:9])=[CH:4][CH:3]=1.[CH2:10]([CH:12](CC(Cl)=O)[C:13](Cl)=[O:14])[CH3:11].[Cl-].[Al+3].[Cl-].[Cl-].Cl.[H][H].C(Cl)(=O)C(Cl)=O>C(Cl)Cl.[Pd].C(O)C.CN(C)C=O>[F:1][C:2]1[CH:7]=[CH:6][C:5]([O:8][CH3:9])=[C:4]2[C:3]=1[C:13](=[O:14])[CH2:12][CH2:10][CH2:11]2 |f:2.3.4.5|. Procedure details: 4-Fluoro-anisole (25 g, 198 mmol) and 48.8 g of ethyl succinyl chloride (298 mmol) were dissolved in 400 mL methylene chlorie and cooled to 0° C. to the reaction mixture was added 66 g of aluminum chloride over 15 minutes, and the reaction was then allowed to warn to 25° C. After 18 hours, the reaction was quenched by pouring onto ice and the product isolated by extraction. The intermediate keto-ester was hydrogenated over a palladium catalyst in ethanol (200 mL) containing concentrated hydrochl...